Dataset: the Open Reaction Database (ORD), a public repository of structured organic reaction records. Task: describe an organic reaction: reactants, conditions, products, and yield Starting materials: Cc1ccc(S(=O)(=O)OC2CCOCC2)cc1, [K+], [K+], [K+], Cc1c(C(=O)C(C)C)oc2ccc(O)cc12, O=P([O-])([O-])[O-]. Product: Cc1c(C(=O)C(C)C)oc2ccc(C3CCOCC3)cc12. As a reaction SMILES: [CH3:25][c:26]1[cH:27][cH:28][c:29]([S:30]([O:31][CH:36]2[CH2:37][CH2:38][O:39][CH2:40][CH2:41]2)(=[O:32])=[O:33])[cH:34][cH:35]1.[K+:22].[K+:23].[K+:24].[OH:1][c:2]1[cH:3][cH:4][c:5]2[c:6]([c:7]([CH3:15])[c:8]([C:10]([CH:11]([CH3:12])[CH3:13])=[O:14])[o:9]2)[cH:16]1.[P:17]([O-:18])([O-:19])([O-:20])=[O:21]>>[c:2]1([CH:36]2[CH2:37][CH2:38][O:39][CH2:40][CH2:41]2)[cH:3][cH:4][c:5]2[c:6]([c:7]([CH3:15])[c:8]([C:10]([CH:11]([CH3:12])[CH3:13])=[O:14])[o:9]2)[cH:16]1. The reactants are CC(C)OC(N[C@@H]1C[C@@H](N(C2=CC=C(C=C12)Br)C(C)=O)C)=O (1-Methylethyl[(2S,4R)-1-acetyl-6-bromo-2-methyl-1,2,3,4-tetrahydro-4-quinolinyl]carbamate), C([O-])([O-])=O.[K+].[K+] (potassium carbonate), Cl.N1(CCCCC1)CC1=CC=C(C=C1)B(O)O ([4-(1-piperidinylmethyl)phenyl]boronic acid hydrochloride), C(C)(=O)N1[C@H](C[C@H](C2=CC(=CC=C12)C#C[Si](C)(C)C)NC(OC(C)(C)C)=O)C (1,1-Dimethylethyl {(2S,4R)-1-acetyl-2-methyl-6-[(trimethylsilyl)ethynyl]-1,2,3,4-tetrahydro-4-quinolinyl}carbamate). Reagents/catalysts: C=1C=CC(=CC1)[P](C=2C=CC=CC2)(C=3C=CC=CC3)[Pd]([P](C=4C=CC=CC4)(C=5C=CC=CC5)C=6C=CC=CC6)([P](C=7C=CC=CC7)(C=8C=CC=CC8)C=9C=CC=CC9)[P](C=1C=CC=CC1)(C=1C=CC=CC1)C=1C=CC=CC1 (tetrakis(triphenylphosphine)palladium(0)), C=1C=CC(=CC1)[P](C=2C=CC=CC2)(C=3C=CC=CC3)[Pd]([P](C=4C=CC=CC4)(C=5C=CC=CC5)C=6C=CC=CC6)([P](C=7C=CC=CC7)(C=8C=CC=CC8)C=9C=CC=CC9)[P](C=1C=CC=CC1)(C=1C=CC=CC1)C=1C=CC=CC1 (tetrakis(triphenylphosphine)palladium(0)). Run in C(C)O (Ethanol), C1(=CC=CC=C1)C (Toluene). Reaction conditions: temperature 100 celsius. The product is C(C)(=O)N1[C@H](C[C@H](C2=CC(=CC=C12)C1=CC=C(C=C1)CN1CCCCC1)NC(OC(C)C)=O)C (1-methylethyl {(2S,4R)-1-acetyl-2-methyl-6-[4-(1-piperidinyl methyl)phenyl]-1,2,3,4-tetrahydro-4-quinolinyl}carbamate). Reaction SMILES: [CH3:1][CH:2]([O:4][C:5](=[O:22])[NH:6][C@H:7]1[C:16]2[C:11](=[CH:12][CH:13]=[C:14](Br)[CH:15]=2)[N:10]([C:18](=[O:20])[CH3:19])[C@@H:9]([CH3:21])[CH2:8]1)[CH3:3].Cl.[N:24]1([CH2:30][C:31]2[CH:36]=[CH:35][C:34](B(O)O)=[CH:33][CH:32]=2)[CH2:29][CH2:28][CH2:27][CH2:26][CH2:25]1.C(N1C2C(=CC(C#C[Si](C)(C)C)=CC=2)[C@H](NC(=O)OC(C)(C)C)C[C@@H]1C)(=O)C.C(=O)([O-])[O-].[K+].[K+]>C(O)C.C1(C)C=CC=CC=1.C1C=CC([P]([Pd]([P](C2C=CC=CC=2)(C2C=CC=CC=2)C2C=CC=CC=2)([P](C2C=CC=CC=2)(C2C=CC=CC=2)C2C=CC=CC=2)[P](C2C=CC=CC=2)(C2C=CC=CC=2)C2C=CC=CC=2)(C2C=CC=CC=2)C2C=CC=CC=2)=CC=1>[C:18]([N:10]1[C:11]2[C:16](=[CH:15][C:14]([C:34]3[CH:33]=[CH:32][C:31]([CH2:30][N:24]4[CH2:29][CH2:28][CH2:27][CH2:26][CH2:25]4)=[CH:36][CH:35]=3)=[CH:13][CH:12]=2)[C@H:7]([NH:6][C:5](=[O:22])[O:4][CH:2]([CH3:3])[CH3:1])[CH2:8][C@@H:9]1[CH3:21])(=[O:20])[CH3:19] |f:1.2,4.5.6,^1:87,89,108,127|. Procedure details: 1-Methylethyl[(2S,4R)-1-acetyl-6-bromo-2-methyl-1,2,3,4-tetrahydro-4-quinolinyl]carbamate (for a preparation see Example 4) (50 mg, 0.135 mmol), [4-(1-piperidinylmethyl)phenyl]boronic acid hydrochloride (for a preparation see Intermediate 1) (45.0 mg, 0.176 mmol), potassium carbonate (43.0 mg, 0.311 mmol) and tetrakis(triphenylphosphine)palladium(0) (7.82 mg, 6.77 μmol) were suspended in a mixture of Ethanol (0.5 ml) and Toluene (0.5 ml) and heated under microwave conditions in an Emrys Optimise... Conditions: time 1 hour. Reactants: [H-].[Na+] (Sodium hydride), OCCN1C(C=2C(C1=O)=CC=CC2)=O (N-(2-hydroxyethyl)phthalimide), FC1=CC=C(C=O)C=C1 (4-fluorobenzaldehyde). Solvent: CN(C=O)C (dimethylformamide). The product is C1(C=2C(C(N1CCOC1=CC=C(C=O)C=C1)=O)=CC=CC2)=O (4-(2-Phthalimidoethoxy)benzaldehyde). RXN SMILES: [H-].[Na+].[OH:3][CH2:4][CH2:5][N:6]1[C:10](=[O:11])[C:9]2=[CH:12][CH:13]=[CH:14][CH:15]=[C:8]2[C:7]1=[O:16].F[C:18]1[CH:25]=[CH:24][C:21]([CH:22]=[O:23])=[CH:20][CH:19]=1>CN(C)C=O>[C:10]1(=[O:11])[N:6]([CH2:5][CH2:4][O:3][C:18]2[CH:25]=[CH:24][C:21]([CH:22]=[O:23])=[CH:20][CH:19]=2)[C:7](=[O:16])[C:8]2=[CH:15][CH:14]=[CH:13][CH:12]=[C:9]12 |f:0.1|. Reported procedure: Sodium hydride (60% dispersion in oil, 2 g) was added portionwise to a solution of N-(2-hydroxyethyl)phthalimide (9.6 g) in dry dimethylformamide (70 ml) at room temperature under a nitrogen atmosphere. The mixture was stirred at room temperature for 1 hour prior to the addition of 4-fluorobenzaldehyde (6.2 g, 5.3 ml), and the mixture then heated at 80° C. for 15 hours. The solvent was evaporated and the residue dissolved in water (100 ml) and extracted with ethyl acetate (2×100 ml). The combine... Starting materials: ClC=1C=C(C=NC1Cl)CN(C1=CC(OC1)=O)C (4-[[(5,6-dichloropyridin-3-yl)methyl](methyl)amino]furan-2(5H)-one), C(CC)#N (propionitrile), Cl[Si](C)(C)C (chlorotrimethylsilane), [I-].[Na+] (sodium iodide). The product is ClC=1C=C(C=NC1I)CN(C1=CC(OC1)=O)C (4-[[(5-chloro-6-iodopyridin-3-yl)methyl](methyl)amino]furan-2(5H)-one). Isolated yield 29.9%. RXN SMILES: [Cl:1][C:2]1[CH:3]=[C:4]([CH2:9][N:10]([CH3:17])[C:11]2[CH2:15][O:14][C:13](=[O:16])[CH:12]=2)[CH:5]=[N:6][C:7]=1Cl.C(#N)CC.Cl[Si](C)(C)C.[I-:27].[Na+]>>[Cl:1][C:2]1[CH:3]=[C:4]([CH2:9][N:10]([CH3:17])[C:11]2[CH2:15][O:14][C:13](=[O:16])[CH:12]=2)[CH:5]=[N:6][C:7]=1[I:27] |f:3.4|. Procedure: 150 mg (0.55 mmol) of 4-[[(5,6-dichloropyridin-3-yl)methyl](methyl)amino]furan-2(5H)-one (10), 1.2 ml of propionitrile, 140 μl of chlorotrimethylsilane (1.10 mmol) and 247 mg of sodium iodide (1.65 mmol) are heated under reflux for 2 hours. Concentration under reduced pressure and purification of the residue by column chromatography on silica gel (silica gel 60-Merck, particle size: 0.04 to 0.063 mm) using the mobile phase mixture ethyl acetate:cyclohexane (5:1) gives 60 mg (29% of theory) of 4-... The reactants are FC1=C(C=CC=C1)N1CCN(CC1)C(CN1C(=CC=C1C)C(=O)OCC)=N (ethyl 1-(2-(4-(2-fluorophenyl)piperazin-1-yl)-2-iminoethyl)-5-methyl-1H-pyrrole-2-carboxylate), C(C)(C)N(C(C)C)CC (N,N-diisopropylethylamine). Solvent: O1CCCC1 (tetrahydrofuran). Reaction conditions: temperature 150 celsius. Yields the product FC1=C(C=CC=C1)N1CCN(CC1)C=1NC(C=2N(C1)C(=CC2)C)=O (3-[4-(2-fluoro-phenyl)-piperazin-1-yl]-6-methyl-2H-pyrrolo[1,2-a]pyrazin-1-one). The yield is 88.1%. As a reaction SMILES: [F:1][C:2]1[CH:7]=[CH:6][CH:5]=[CH:4][C:3]=1[N:8]1[CH2:13][CH2:12][N:11]([C:14](=[NH:27])[CH2:15][N:16]2[C:20]([CH3:21])=[CH:19][CH:18]=[C:17]2[C:22]([O:24]CC)=O)[CH2:10][CH2:9]1.C(N(CC)C(C)C)(C)C>O1CCCC1>[F:1][C:2]1[CH:7]=[CH:6][CH:5]=[CH:4][C:3]=1[N:8]1[CH2:9][CH2:10][N:11]([C:14]2[NH:27][C:22](=[O:24])[C:17]3[N:16]([C:20]([CH3:21])=[CH:19][CH:18]=3)[CH:15]=2)[CH2:12][CH2:13]1. Reported procedure: A mixture of ethyl 1-(2-(4-(2-fluorophenyl)piperazin-1-yl)-2-iminoethyl)-5-methyl-1H-pyrrole-2-carboxylate (150 mg, 0.4 mmol) and N,N-diisopropylethylamine (1.41 mL, 8 mmol) in tetrahydrofuran (4 mL) was heated at 150° C. in a microwave reactor for 3 h. At this time, the solution was cooled to room temperature. The resulting precipitate was collected by filtration, washed with minimal ethyl acetate and air dried to afford 3-[4-(2-fluoro-phenyl)-piperazin-1-yl]-6-methyl-2H-pyrrolo[1,2-a]pyrazin-1... Reaction SMILES: [CH3:53][c:54]1[cH:55][cH:56][c:57]([S:58]([O:59][CH2:60][CH:61]2[CH2:62][O:63][CH2:64][CH2:65][O:66]2)(=[O:67])=[O:68])[cH:69][cH:70]1.[I:45][CH2:46][CH:47]1[O:48][CH2:49][CH2:50][O:51][CH2:52]1.[NH:1]1[C:2](=[O:23])[C:3]2([CH2:4][O:5][c:6]3[c:7]2[cH:8][c:9]2[c:10]([cH:16]3)[O:11][CH2:12][CH2:13][CH2:14][O:15]2)[c:17]2[cH:18][cH:19][cH:20][cH:21][c:22]21.[NH:24]1[c:25]2[c:26]([cH:27][cH:28][cH:29][cH:30]2)[C:31]2([c:32]3[cH:33][c:34]4[c:38]([cH:39][c:40]3[O:41][CH2:42]2)[O:37][CH2:36][O:35]4)[C:43]1=[O:44]>>[N:1]1([CH2:46][CH:47]2[O:48][CH2:49][CH2:50][O:51][CH2:52]2)[C:2](=[O:23])[C:3]2([CH2:4][O:5][c:6]3[c:7]2[cH:8][c:9]2[c:10]([cH:16]3)[O:11][CH2:12][CH2:13][CH2:14][O:15]2)[c:17]2[cH:18][cH:19][cH:20][cH:21][c:22]21. Yields the product O=C1N(CC2COCCO2)c2ccccc2C12COc1cc3c(cc12)OCCCO3. Starting materials: Cc1ccc(S(=O)(=O)OCC2COCCO2)cc1, ICC1COCCO1, O=C1Nc2ccccc2C12COc1cc3c(cc12)OCCCO3, O=C1Nc2ccccc2C12COc1cc3c(cc12)OCO3. The reactants are C(C)(C)(C)OC(=O)N1CCC(CC1)C(C)=O (1-tert-butoxycarbonyl-4-acetyl-piperidine), NC1=NC=CC=C1C=O (2-amino-3-formyl-pyridine), N1[C@H](C(=O)O)CCC1 (L-proline). Solvent: C(CCC)O (n-butanol). Yields the product C(C)(C)(C)OC(=O)N1CCC(CC1)C1=NC2=NC=CC=C2C=C1 (4-([1,8]Naphthyridin-2-yl)-piperidine-1-carboxylic acid tert-butyl ester). Isolated yield 24.9%. RXN SMILES: [C:1]([O:5][C:6]([N:8]1[CH2:13][CH2:12][CH:11]([C:14](=O)[CH3:15])[CH2:10][CH2:9]1)=[O:7])([CH3:4])([CH3:3])[CH3:2].[NH2:17][C:18]1[C:23]([CH:24]=O)=[CH:22][CH:21]=[CH:20][N:19]=1.N1CCC[C@H]1C(O)=O>C(O)CCC>[C:1]([O:5][C:6]([N:8]1[CH2:13][CH2:12][CH:11]([C:14]2[CH:15]=[CH:24][C:23]3[C:18](=[N:19][CH:20]=[CH:21][CH:22]=3)[N:17]=2)[CH2:10][CH2:9]1)=[O:7])([CH3:4])([CH3:3])[CH3:2]. Procedure details: 3.14 g of 1-tert-butoxycarbonyl-4-acetyl-piperidine and 1.83 g of 2-amino-3-formyl-pyridine were refluxed with 0.25 g of L-proline in n-butanol for 72 hours. After removing the solvent in vacuo the residue was combined with the residue obtained in an identical reaction and chromatographed on silica gel with ethyl acetate/n-heptane (1:1) to give 1.08 g of the title compound.